Dataset: the Open Reaction Database (ORD), a public repository of structured organic reaction records. Task: describe an organic reaction: reactants, conditions, products, and yield The reactants are BrC1=CC=CC(=N1)CCOCC(C)(O)C (1-[2-(6-bromopyridin-2-yl)ethoxy]-2-methylpropan-2-ol), NC=1SC(=CC1C(=O)N)C1=C(C=C(C=C1F)C(C)(C)O)F (2-amino-5-[2,6-difluoro-4-(1-hydroxy-1-methylethyl)phenyl]thiophene-3-carboxamide). The product is FC1=C(C(=CC(=C1)C(C)(C)O)F)C1=CC(=C(S1)NC1=NC(=CC=C1)CCOCC(C)(C)O)C(=O)N (5-[2,6-Difluoro-4-(1-hydroxy-1-methylethyl)phenyl]-2-({6-[2-(2-hydroxy-2-methylpropoxy)ethyl]pyridin-2-yl}amino)thiophene-3-carboxamide). As a reaction SMILES: Br[C:2]1[N:7]=[C:6]([CH2:8][CH2:9][O:10][CH2:11][C:12]([CH3:15])([OH:14])[CH3:13])[CH:5]=[CH:4][CH:3]=1.[NH2:16][C:17]1[S:18][C:19]([C:25]2[C:30]([F:31])=[CH:29][C:28]([C:32]([OH:35])([CH3:34])[CH3:33])=[CH:27][C:26]=2[F:36])=[CH:20][C:21]=1[C:22]([NH2:24])=[O:23]>>[F:36][C:26]1[CH:27]=[C:28]([C:32]([OH:35])([CH3:34])[CH3:33])[CH:29]=[C:30]([F:31])[C:25]=1[C:19]1[S:18][C:17]([NH:16][C:2]2[CH:3]=[CH:4][CH:5]=[C:6]([CH2:8][CH2:9][O:10][CH2:11][C:12]([OH:14])([CH3:15])[CH3:13])[N:7]=2)=[C:21]([C:22]([NH2:24])=[O:23])[CH:20]=1. Reported procedure: The title compound was prepared according to the general procedure in Example 1 using 1-[2-(6-bromopyridin-2-yl)ethoxy]-2-methylpropan-2-ol (53 mg, 0.19 mmol) and 2-amino-5-[2,6-difluoro-4-(1-hydroxy-1-methylethyl)phenyl]thiophene-3-carboxamide (60 mg, 0.19 mmol) as the starting materials.